Dataset: the Open Reaction Database (ORD), a public repository of structured organic reaction records. Task: describe an organic reaction: reactants, conditions, products, and yield The reactants are ClC1=CC(=NC=2N1C=CN2)C (5-chloro-7-methylimidazo[1,2-a]pyrimidine), S.[K] (potassium hydrogen sulfide). Product: SC1=CC(=NC=2N1C=CN2)C (5-Mercapto-7-methylimidazo[1,2-a]pyrimidine). As a reaction SMILES: Cl[C:2]1[N:7]2[CH:8]=[CH:9][N:10]=[C:6]2[N:5]=[C:4]([CH3:11])[CH:3]=1.[SH2:12].[K]>>[SH:12][C:2]1[N:7]2[CH:8]=[CH:9][N:10]=[C:6]2[N:5]=[C:4]([CH3:11])[CH:3]=1 |f:1.2,^1:12|. Reported procedure: In a similar way to Reference Example 1, using 5-chloro-7-methylimidazo[1,2-a]pyrimidine and potassium hydrogen sulfide, the title compound is obtained. Run at time 3 day. Procedure details: To a solution of 1-[5-aminoindole-2-carbonyl]-4-[N-methyl-N-(3-(1-methylethylamino)-2-pyridinyl)amino]piperidine (PREPARATION 56, 606 mg) in dry methylene chloride (5 ml) under nitrogen is added pyridine (127 μl, 1.05 equivalents) and 2-phthalimidoethanesulfonyl chloride (400 mg). The mixture is stirred at 20°-25° for 3 days and then diluted with methylene chloride (40 ml) and water (20 ml). The layers are separated and the organic phase is washed with saline (15 ml), dried over sodium sulfate, ... Solvent: C(Cl)Cl (methylene chloride), C(Cl)Cl (methylene chloride), O (water). Starting materials: NC=1C=C2C=C(NC2=CC1)C(=O)N1CCC(CC1)N(C1=NC=CC=C1NC(C)C)C (1-[5-aminoindole-2-carbonyl]-4-[N-methyl-N-(3-(1-methylethylamino)-2-pyridinyl)amino]piperidine), N1=CC=CC=C1 (pyridine), C1(C=2C(C(N1CCS(=O)(=O)Cl)=O)=CC=CC2)=O (2-phthalimidoethanesulfonyl chloride). Reaction SMILES: [NH2:1][C:2]1[CH:3]=[C:4]2[C:8](=[CH:9][CH:10]=1)[NH:7][C:6]([C:11]([N:13]1[CH2:18][CH2:17][CH:16]([N:19]([CH3:30])[C:20]3[C:25]([NH:26][CH:27]([CH3:29])[CH3:28])=[CH:24][CH:23]=[CH:22][N:21]=3)[CH2:15][CH2:14]1)=[O:12])=[CH:5]2.N1C=CC=CC=1.[C:37]1(=[O:53])[N:41]([CH2:42][CH2:43][S:44](Cl)(=[O:46])=[O:45])[C:40](=[O:48])[C:39]2=[CH:49][CH:50]=[CH:51][CH:52]=[C:38]12>C(Cl)Cl.O>[C:40]1(=[O:48])[N:41]([CH2:42][CH2:43][S:44]([NH:1][C:2]2[CH:3]=[C:4]3[C:8](=[CH:9][CH:10]=2)[NH:7][C:6]([C:11]([N:13]2[CH2:18][CH2:17][CH:16]([N:19]([CH3:30])[C:20]4[C:25]([NH:26][CH:27]([CH3:28])[CH3:29])=[CH:24][CH:23]=[CH:22][N:21]=4)[CH2:15][CH2:14]2)=[O:12])=[CH:5]3)(=[O:45])=[O:46])[C:37](=[O:53])[C:38]2=[CH:52][CH:51]=[CH:50][CH:49]=[C:39]12. Yields the product C1(C=2C(C(N1CCS(=O)(=O)NC=1C=C3C=C(NC3=CC1)C(=O)N1CCC(CC1)N(C1=NC=CC=C1NC(C)C)C)=O)=CC=CC2)=O (1-[5-(2-Phthalimidoethanesulfonamido)indole-2-carbonyl]-4-[N-methyl-N-(3-(1-methylethylamino)-2-pyridinyl)amino]piperidine). Starting materials: ClCCl.B(Br)(Br)Br (boron tribromide dichloromethane), COC[C@@H](OC=1C=C(C=C(C1)OC1=CC=C(C=C1)S(=O)(=O)C)C1=CC=C(N1)C=1O[C@H](CN1)C)C ((5S)-2-(5-{3-[(1S)-2-Methoxy-1-methylethoxy]-5-[4-(methylsulfonyl)phenoxy]phenyl}-1H-pyrrol-2-yl)-5-methyl-4,5-dihydro-1,3-oxazole), C(O)([O-])=O.[Na+] (sodium hydrogencarbonate). Run in ClCCl (dichloromethane). Reaction conditions: temperature -78 celsius, time 30 minute. The product is C[C@H]1CN=C(O1)C1=CC=C(N1)C=1C=C(O[C@H](CO)C)C=C(C1)OC1=CC=C(C=C1)S(=O)(=O)C ((2S)-2-(3-{5-[(5S)-5-Methyl-4,5-dihydro-1,3-oxazol-2-yl]-1H-pyrrol-2-yl}-5-[4-(methylsulfonyl)phenoxy]phenoxy)propan-1-ol). Isolated yield 81.3%. RXN SMILES: C[O:2][CH2:3][C@H:4]([CH3:34])[O:5][C:6]1[CH:7]=[C:8]([C:23]2[NH:27][C:26]([C:28]3[O:29][C@@H:30]([CH3:33])[CH2:31][N:32]=3)=[CH:25][CH:24]=2)[CH:9]=[C:10]([O:12][C:13]2[CH:18]=[CH:17][C:16]([S:19]([CH3:22])(=[O:21])=[O:20])=[CH:15][CH:14]=2)[CH:11]=1.ClCCl.B(Br)(Br)Br.C(=O)([O-])O.[Na+]>ClCCl>[CH3:33][C@@H:30]1[O:29][C:28]([C:26]2[NH:27][C:23]([C:8]3[CH:7]=[C:6]([CH:11]=[C:10]([O:12][C:13]4[CH:14]=[CH:15][C:16]([S:19]([CH3:22])(=[O:21])=[O:20])=[CH:17][CH:18]=4)[CH:9]=3)[O:5][C@@H:4]([CH3:34])[CH2:3][OH:2])=[CH:24][CH:25]=2)=[N:32][CH2:31]1 |f:1.2,3.4|. Procedure: (5S)-2-(5-{3-[(1S)-2-Methoxy-1-methylethoxy]-5-[4-(methylsulfonyl)phenoxy]phenyl}-1H-pyrrol-2-yl)-5-methyl-4,5-dihydro-1,3-oxazole (280 mg, 0.58 mmol) synthesized in Example (31b) was dissolved in dichloromethane (10 mL) and cooled to −78° C., and a 1.0 mol/l boron tribromide dichloromethane solution (0.61 mL, 0.61 mmol) was added under nitrogen atmosphere. After the temperature was raised naturally and the solution was stirred at room temperature for 30 minutes, a saturated aqueous sodium hydro... Starting materials: N1=C(C=CC=C1)C(C(C(=O)OCC)(F)F)O (ethyl 3-(2-pyridyl)-3-hydroxy-2,2-difluoropropanoate), O.NN (hydrazine hydrate), O (H2O). Solvent: CCO (EtOH). Conditions: time 16 hour. Product: FC(C(=O)NN)(C(C1=NC=CC=C1)O)F (α,α-difluoro-β-hydroxy-3-(2-pyridinyl)propanoic acid, hydrazide). RXN SMILES: [N:1]1[CH:6]=[CH:5][CH:4]=[CH:3][C:2]=1[CH:7]([OH:16])[C:8]([F:15])([F:14])[C:9](OCC)=[O:10].O.[NH2:18][NH2:19].O>CCO>[F:14][C:8]([F:15])([CH:7]([OH:16])[C:2]1[CH:3]=[CH:4][CH:5]=[CH:6][N:1]=1)[C:9]([NH:18][NH2:19])=[O:10] |f:1.2|. Procedure: To stirring solution of 0.96 g (4.1 mmol) of ethyl 3-(2-pyridyl)-3-hydroxy-2,2-difluoropropanoate, prepared as described by Hallinan and Fried, Tetrahedron Lett., 25, 2301 (1984), in 8 mL of EtOH was added 0.41 g (8.2 mmol) of hydrazine hydrate. After 16 hours, a yellow precipitate had formed. To the reaction was added H2O. The precipitate was filtered and washed with a minimum of H2O. The yield of product was 0.44 g (49%) after drying in a steam cabinet. Analysis calculated for C8H9N3O2F2 (M.W.... The reactants are C#CC(C)(C)C, CC(=O)[O-], CC(=O)[O-], CCCCN, CCCN(CC=CCl)Cc1cccc(O)c1, [Cu]I, C1CCOC1, [Pd+2], c1ccc(P(c2ccccc2)c2ccccc2)cc1. Product: CCCN(CC=CC#CC(C)(C)C)Cc1cccc(O)c1. As a reaction SMILES: [C:41]([CH3:42])([CH3:43])([CH3:44])[C:45]#[CH:46].[C:49]([O-:50])(=[O:51])[CH3:52].[C:54]([O-:55])(=[O:56])[CH3:57].[CH2:36]([NH2:37])[CH2:38][CH2:39][CH3:40].[Cl:1][CH:2]=[CH:3][CH2:4][N:5]([CH2:6][CH2:7][CH3:8])[CH2:9][c:10]1[cH:11][c:12]([OH:16])[cH:13][cH:14][cH:15]1.[Cu:47][I:48].[O:58]1[CH2:59][CH2:60][CH2:61][CH2:62]1.[Pd+2:53].[c:17]1([P:18]([c:19]2[cH:20][cH:21][cH:22][cH:23][cH:24]2)[c:25]2[cH:26][cH:27][cH:28][cH:29][cH:30]2)[cH:31][cH:32][cH:33][cH:34][cH:35]1>>[CH:2](=[CH:3][CH2:4][N:5]([CH2:6][CH2:7][CH3:8])[CH2:9][c:10]1[cH:11][c:12]([OH:16])[cH:13][cH:14][cH:15]1)[C:46]#[C:45][C:41]([CH3:42])([CH3:43])[CH3:44]. Starting materials: CC(C)(C)c1ccc(CBr)cc1, Brc1ccc2cc[nH]c2c1, CCCCCC, [H-], [Na+], CN(C)C=O. Product: CC(C)(C)c1ccc(Cn2ccc3ccc(Br)cc32)cc1. As a reaction SMILES: [Br:11][CH2:12][c:13]1[cH:14][cH:15][c:16]([C:19]([CH3:20])([CH3:21])[CH3:22])[cH:17][cH:18]1.[Br:1][c:2]1[cH:3][cH:4][c:5]2[cH:6][cH:7][nH:8][c:9]2[cH:10]1.[CH3:25][CH2:26][CH2:27][CH2:28][CH2:29][CH3:30].[H-:23].[Na+:24].[O:31]=[CH:32][N:33]([CH3:34])[CH3:35]>>[Br:1][c:2]1[cH:3][cH:4][c:5]2[cH:6][cH:7][n:8]([CH2:12][c:13]3[cH:14][cH:15][c:16]([C:19]([CH3:20])([CH3:21])[CH3:22])[cH:17][cH:18]3)[c:9]2[cH:10]1. Starting materials: FC=1C=C(C=CC1N1CCN(CC1)C(=O)OC(C)(C)C)N1C(OC(C1)CN)=O (3-(3-Fluoro-4-(4-tert-butoxycarbonylpiperazin-1-yl)phenyl)-5-aminomethyl-2-oxazolidinone), C(C)(=O)OC(C)=O (acetic anhydride), C(=O)(O)[O-].[Na+] (NaHCO3), C(C)(=O)OC(C)=O (acetic anhydride), FC=1C=C(C=CC1N1CCN(CC1)C(=O)OC(C)(C)C)N1C(OC(C1)CN=[N+]=[N-])=O (3-[3-Fluoro-4-(4-tert-butoxycarbonylpiperazin-1-yl)phenyl]-5-azidomethyl-2-oxazolidinone). The reagents and catalysts are [Pd] (Palladium on carbon). Run in C(C)(=O)OCC (ethyl acetate), N1=CC=CC=C1 (pyridine), ClCCl (dichloromethane), N1=CC=CC=C1 (pyridine), C(C)(=O)OCC (ethyl acetate). Run at time 48 hour. The product is C(C)(=O)NCC1CNC(O1)=O (5-acetylaminomethyl-2-oxazolidinone). Reaction SMILES: FC1C=C([N:21]2[CH2:25][CH:24]([CH2:26][N:27]=[N+]=[N-])[O:23][C:22]2=[O:30])C=CC=1N1CCN(C(OC(C)(C)C)=O)CC1.FC1C=C(N2CC(CN)OC2=O)C=CC=1N1CCN(C([O:46][C:47](C)(C)[CH3:48])=O)CC1.C(OC(=O)C)(=O)C.C([O-])(O)=O.[Na+]>C(OCC)(=O)C.[Pd].ClCCl.N1C=CC=CC=1>[C:47]([NH:27][CH2:26][CH:24]1[O:23][C:22](=[O:30])[NH:21][CH2:25]1)(=[O:46])[CH3:48] |f:3.4|. Procedure details: A solution of 1.42 g (3.38 mmol) of the azide 11 in 200 mL ethyl acetate was treated with 400 mg of 10% Palladium on carbon followed by hydrogenation at atmospheric pressure for 48 hours. The resulting ethyl acetate solution of 12 was treated with 1.34 g (1.37 mL, 16.9 mmol) of pyridine and 870 mg (0.80 mL, 8.5 mmol) of acetic anhydride followed by stirring at ambient temperature for 48 hours. The solution was treated with 1.37 mL pyridine and 0.8 mL acetic anhydride followed by stirring at ambi...